Dataset: the Open Reaction Database (ORD), a public repository of structured organic reaction records. Task: describe an organic reaction: reactants, conditions, products, and yield Reactants: ClCCl, COCCn1cnc(-c2cc(C)c3nc(C4CC4)n(Cc4ccc(-c5ccccc5C(=O)OC(C)(C)C)cc4)c3c2)c1, O=C(O)C(F)(F)F. Yields the product COCCn1cnc(-c2cc(C)c3nc(C4CC4)n(Cc4ccc(-c5ccccc5C(=O)O)cc4)c3c2)c1. As a reaction SMILES: [CH2:50]([Cl:51])[Cl:52].[CH:1]1([c:4]2[n:5][c:6]3[c:7]([n:8]2[CH2:9][c:10]2[cH:11][cH:12][c:13](-[c:16]4[c:17]([C:22](=[O:23])[O:24][C:25]([CH3:26])([CH3:27])[CH3:28])[cH:18][cH:19][cH:20][cH:21]4)[cH:14][cH:15]2)[cH:29][c:30](-[c:34]2[n:35][cH:36][n:37]([CH2:39][CH2:40][O:41][CH3:42])[cH:38]2)[cH:31][c:32]3[CH3:33])[CH2:2][CH2:3]1.[OH:43][C:44]([C:45]([F:46])([F:47])[F:48])=[O:49]>>[CH:1]1([c:4]2[n:5][c:6]3[c:7]([n:8]2[CH2:9][c:10]2[cH:11][cH:12][c:13](-[c:16]4[c:17]([C:22](=[O:23])[OH:24])[cH:18][cH:19][cH:20][cH:21]4)[cH:14][cH:15]2)[cH:29][c:30](-[c:34]2[n:35][cH:36][n:37]([CH2:39][CH2:40][O:41][CH3:42])[cH:38]2)[cH:31][c:32]3[CH3:33])[CH2:2][CH2:3]1. The reactants are CC1([C@H]([C@H]1C=C(Cl)Cl)C(=O)Cl)C (cis-2,2-dimethyl-3-(2,2-dichlorovinyl)cyclopropanecarbonyl chloride), ClC1=CC=C(OC=2C=C(CO)C=CC2)C=C1 (3-(4-chlorophenoxy)benzyl alcohol), N1=CC=CC=C1 (pyridine). Run in C1=CC=CC=C1 (benzene). Conditions: time 8 hour. Product: CC1([C@H]([C@H]1C=C(Cl)Cl)C(=O)OCC1=CC(=CC=C1)OC1=CC=C(C=C1)Cl)C (3-(4-chlorophenoxy)benzyl cis-2,2-dimethyl-3-(2,2-dichlorovinyl)cyclopropanecarboxylate). The yield is 92.1%. Reaction SMILES: [CH3:1][C:2]1([CH3:12])[C@H:4]([CH:5]=[C:6]([Cl:8])[Cl:7])[C@@H:3]1[C:9](Cl)=[O:10].[Cl:13][C:14]1[CH:28]=[CH:27][C:17]([O:18][C:19]2[CH:20]=[C:21]([CH:24]=[CH:25][CH:26]=2)[CH2:22][OH:23])=[CH:16][CH:15]=1.N1C=CC=CC=1>C1C=CC=CC=1>[CH3:1][C:2]1([CH3:12])[C@H:4]([CH:5]=[C:6]([Cl:8])[Cl:7])[C@@H:3]1[C:9]([O:23][CH2:22][C:21]1[CH:24]=[CH:25][CH:26]=[C:19]([O:18][C:17]2[CH:27]=[CH:28][C:14]([Cl:13])=[CH:15][CH:16]=2)[CH:20]=1)=[O:10]. Procedure: In 20 ml of dry benzene was dissolved 2.28 g of cis-2,2-dimethyl-3-(2,2-dichlorovinyl)cyclopropanecarbonyl chloride, followed by addition of 2.34 g of 3-(4-chlorophenoxy)benzyl alcohol and 1.58 g of pyridine. The mixture was stirred at room temperature overnight. Thereafter, the reaction mixture was washed with dilute hydrochloric acid and water, dried over anhydrous magnesium sulfate and distilled under reduced pressure to remove a low-boiling fraction, whereby an oily product was obtained as a... Reactants: CCOC(=O)C(CC1CCCC1)c1ccc(S(=O)(=O)c2ncc[nH]2)cc1, C[O-], C[O-], CO, [Mg+2], Nc1nccs1. Yields the product O=C(Nc1nccs1)C(CC1CCCC1)c1ccc(S(=O)(=O)c2ncc[nH]2)cc1. As a reaction SMILES: [CH2:1]([O:3][C:4](=[O:2])[CH:5]([CH2:6][CH:7]1[CH2:8][CH2:9][CH2:10][CH2:11]1)[c:12]1[cH:13][cH:14][c:15]([S:18](=[O:19])(=[O:20])[c:21]2[nH:22][cH:23][cH:24][n:25]2)[cH:16][cH:17]1)[CH3:26].[CH3:33][O-:34].[CH3:36][O-:37].[CH3:38][OH:39].[Mg+2:35].[NH2:27][c:28]1[s:29][cH:30][cH:31][n:32]1>>[O:3]=[C:4]([CH:5]([CH2:6][CH:7]1[CH2:8][CH2:9][CH2:10][CH2:11]1)[c:12]1[cH:13][cH:14][c:15]([S:18](=[O:19])(=[O:20])[c:21]2[nH:22][cH:23][cH:24][n:25]2)[cH:16][cH:17]1)[NH:27][c:28]1[s:29][cH:30][cH:31][n:32]1. Starting materials: NC1CCC1, O=C(Nc1nc2cc(Cl)cc(Cl)n2n1)c1cccnc1. The product is O=C(Nc1nc2cc(Cl)cc(NC3CCC3)n2n1)c1cccnc1. RXN SMILES: [CH:21]1([NH2:25])[CH2:22][CH2:23][CH2:24]1.[Cl:1][c:2]1[cH:3][c:4]([Cl:20])[cH:5][c:6]2[n:7]1[n:8][c:9]([NH:11][C:12]([c:13]1[cH:14][n:15][cH:16][cH:17][cH:18]1)=[O:19])[n:10]2>>[c:2]1([NH:25][CH:21]2[CH2:22][CH2:23][CH2:24]2)[cH:3][c:4]([Cl:20])[cH:5][c:6]2[n:7]1[n:8][c:9]([NH:11][C:12]([c:13]1[cH:14][n:15][cH:16][cH:17][cH:18]1)=[O:19])[n:10]2.